Dataset: the Open Reaction Database (ORD), a public repository of structured organic reaction records. Task: describe an organic reaction: reactants, conditions, products, and yield The reactants are NC1=NC(=NC(=N1)C)C (2-amino-4,6-dimethyl-1,3,5-triazine), COC(=O)C=1SC=CC1S(=O)(=O)N=C=O (2-methoxycarbonyl-3-thiophenesulfonylisocyanate). Solvent: C(Cl)Cl (methylene chloride). The product is CC1=NC(=NC(=N1)C)NC(=O)NS(=O)(=O)C1=C(SC=C1)C(=O)OC (Methyl 3-[[(4,6-dimethyl-1,3,5-triazin-2-yl)aminocarbonyl]aminosulfonyl]-2-thiophenecarboxylate). Yield: 62.5%. RXN SMILES: [NH2:1][C:2]1[N:7]=[C:6]([CH3:8])[N:5]=[C:4]([CH3:9])[N:3]=1.[CH3:10][O:11][C:12]([C:14]1[S:15][CH:16]=[CH:17][C:18]=1[S:19]([N:22]=[C:23]=[O:24])(=[O:21])=[O:20])=[O:13]>C(Cl)Cl>[CH3:9][C:4]1[N:5]=[C:6]([CH3:8])[N:7]=[C:2]([NH:1][C:23]([NH:22][S:19]([C:18]2[CH:17]=[CH:16][S:15][C:14]=2[C:12]([O:11][CH3:10])=[O:13])(=[O:20])=[O:21])=[O:24])[N:3]=1. Procedure: To 1.23 g of 2-amino-4,6-dimethyl-1,3,5-triazine in 30 ml of anhydrous methylene chloride was added with stirring 2.7 g of 2-methoxycarbonyl-3-thiophenesulfonylisocyanate. The mixture was heated to the boiling point and allowed to cool and stir at ambient temperature for sixteen hours. The solid thus obtained was removed by filtration to yield 2.3 g of the crude desired product melting at 158°-178°. The product showed peaks at 1720 and 1710 cm-1, by infrared absorption spectroscopy, consistent f... The reactants are ClC1=CC(=C(C=C1)NC(=O)C1CC(=NN1C1=NC=CC=C1Cl)C1=C(C=CC(=C1)C)S(=O)(=O)[O-])C(NC(C)C1CC1)=O (5-(4-chloro-2-(1-cyclopropylethylcarbamoyl)phenylcarbamoyl)-1-(3-chloropyridin-2-yl)-4,5-dihydro-1H-pyrazol-3-yl4-methylbenzene sulfonate), C(C)(=O)O.Br (hydrogen bromide acetic acid), C(C)(=O)OCC (ethyl acetate), [OH-].[Na+] (sodium hydroxide). Run in C(C)(=O)O (acetic acid), O (water). Run at time 2.5 hour. The product is ClC1=CC(=C(C=C1)NC(=O)C1CC(=NN1C1=NC=CC=C1Cl)Br)C(NC(C)C1CC1)=O (N-(4-chloro-2-(1-cyclopropylethylcarbamoyl)phenyl)-3-bromo-1-(3-chloropyridin-2-yl)-4,5-dihydro-1H-pyrazole-5-carboxamide). As a reaction SMILES: [Cl:1][C:2]1[CH:7]=[CH:6][C:5]([NH:8][C:9]([CH:11]2[N:15]([C:16]3[C:21]([Cl:22])=[CH:20][CH:19]=[CH:18][N:17]=3)[N:14]=[C:13](C3C=C(C)C=CC=3S([O-])(=O)=O)[CH2:12]2)=[O:10])=[C:4]([C:34](=[O:41])[NH:35][CH:36]([CH:38]2[CH2:40][CH2:39]2)[CH3:37])[CH:3]=1.C(O)(=O)C.[BrH:46].C(OCC)(=O)C.[OH-].[Na+]>C(O)(=O)C.O>[Cl:1][C:2]1[CH:7]=[CH:6][C:5]([NH:8][C:9]([CH:11]2[N:15]([C:16]3[C:21]([Cl:22])=[CH:20][CH:19]=[CH:18][N:17]=3)[N:14]=[C:13]([Br:46])[CH2:12]2)=[O:10])=[C:4]([C:34](=[O:41])[NH:35][CH:36]([CH:38]2[CH2:40][CH2:39]2)[CH3:37])[CH:3]=1 |f:1.2,4.5|. Procedure: 400 mg of 5-(4-chloro-2-(1-cyclopropylethylcarbamoyl)phenylcarbamoyl)-1-(3-chloropyridin-2-yl)-4,5-dihydro-1H-pyrazol-3-yl4-methylbenzene sulfonate was dissolved in 0.7 mL of acetic acid, and 0.3 mL of a 33 mass % hydrogen bromide acetic acid solution was dropwise added, followed by stirring for about 2.5 hours. After completion of the reaction, ethyl acetate, water and 2 mL of 1 N sodium hydroxide were added, followed by stirring and extraction with ethyl acetate. Then, concentration under redu... Starting materials: C[C@H](CC)N ((1R)-1-methylpropylamine), BrC1=C(C(=O)OCC)C=C(C(=C1)C#N)N[C@@H](CC)C (ethyl 2-bromo-4-cyano-5-{[(1R)-1-methylpropyl]amino}benzoate), C(#N)C1=CC(=C(C(=O)OCC)C=C1N[C@@H](CC)C)NCC (ethyl 4-cyano-2-(ethylamino)-5-{[(1R)-1-methylpropyl]amino}benzoate). The product is NC(=O)C1=CC(=C(C(=O)O)C=C1N[C@@H](CC)C)NCC (4-(aminocarbonyl)-2-(ethylamino)-5-{[(1R)-1-methylpropyl]amino}benzoic acid). RXN SMILES: C[C@@H](N)CC.BrC1C=C(C#N)C(N[C@H](C)CC)=CC=1C(OCC)=[O:10].[C:25]([C:27]1[C:37]([NH:38][C@H:39]([CH3:42])[CH2:40][CH3:41])=[CH:36][C:30]([C:31]([O:33]CC)=[O:32])=[C:29]([NH:43][CH2:44][CH3:45])[CH:28]=1)#[N:26]>>[NH2:26][C:25]([C:27]1[C:37]([NH:38][C@H:39]([CH3:42])[CH2:40][CH3:41])=[CH:36][C:30]([C:31]([OH:33])=[O:32])=[C:29]([NH:43][CH2:44][CH3:45])[CH:28]=1)=[O:10]. Procedure details: Synthesized according to the method of reagent preparation 50 by using (1R)-1-methylpropylamine in step 1 then following step 2 with the conversion of ethyl 2-bromo-4-cyano-5-{[(1R)-1-methylpropyl]amino}benzoate to ethyl 4-cyano-2-(ethylamino)-5-{[(1R)-1-methylpropyl]amino}benzoate according to the method described in step 1 then proceeding through steps 3 and 4. MS (EI) for C14H21N3O3: 280 (MH+). Starting materials: CCO, Cn1c2c(c3cc(OC(=O)CCl)ccc31)CCC2=O, [Na+], [OH-]. Product: Cn1c2c(c3cc(O)ccc31)CCC2=O. RXN SMILES: [CH3:22][CH2:23][OH:24].[Cl:1][CH2:2][C:3](=[O:4])[O:5][c:6]1[cH:7][c:8]2[c:9]3[c:10]([n:11]([CH3:15])[c:12]2[cH:13][cH:14]1)[C:16](=[O:19])[CH2:17][CH2:18]3.[Na+:21].[OH-:20]>>[OH:5][c:6]1[cH:7][c:8]2[c:9]3[c:10]([n:11]([CH3:15])[c:12]2[cH:13][cH:14]1)[C:16](=[O:19])[CH2:17][CH2:18]3. Starting materials: CC(C)(C)OC(=O)N1CCN(C2=NC(=O)CS2)CC1CO, Cc1nn(Cc2ccc(C(F)(F)F)cc2C(F)(F)F)c2ccc(C=O)cc12. Yields the product Cc1nn(Cc2ccc(C(F)(F)F)cc2C(F)(F)F)c2ccc(C=C3SC(N4CCN(C(=O)OC(C)(C)C)C(CO)C4)=NC3=O)cc12. Reaction SMILES: [C:28]([CH3:29])([CH3:30])([CH3:31])[O:32][C:33](=[O:34])[N:35]1[CH:36]([CH2:47][OH:48])[CH2:37][N:38]([C:41]2=[N:45][C:44](=[O:46])[CH2:43][S:42]2)[CH2:39][CH2:40]1.[F:1][C:2]([c:3]1[c:4]([CH2:5][n:6]2[n:7][c:8]([CH3:17])[c:9]3[cH:10][c:11]([CH:15]=[O:16])[cH:12][cH:13][c:14]23)[cH:18][cH:19][c:20]([C:22]([F:23])([F:24])[F:25])[cH:21]1)([F:26])[F:27]>>[F:1][C:2]([c:3]1[c:4]([CH2:5][n:6]2[n:7][c:8]([CH3:17])[c:9]3[cH:10][c:11]([CH:15]=[C:43]4[S:42][C:41]([N:38]5[CH2:37][CH:36]([CH2:47][OH:48])[N:35]([C:33]([O:32][C:28]([CH3:29])([CH3:30])[CH3:31])=[O:34])[CH2:40][CH2:39]5)=[N:45][C:44]4=[O:46])[cH:12][cH:13][c:14]23)[cH:18][cH:19][c:20]([C:22]([F:23])([F:24])[F:25])[cH:21]1)([F:26])[F:27]. Reactants: FC1=CC(=C(C=C1F)B(O)O)O[C@@H](C)CC=C ((S)-(4,5-difluoro-2-(pent-4-en-2-yloxy)phenyl)boronic acid), C(C=C)OC1(CCN(CC1)C1=C(C(=CC=2N1C=C(N2)C2=CC(=CC=C2)Br)C)[C@@H](C(=O)OC)OC(C)(C)C)C ((S)-methyl 2-(5-(4-(allyloxy)-4-methylpiperidin-1-yl)-2-(3-bromophenyl)-7-methylimidazo[1,2-a]pyridin-6-yl)-2-(tert-butoxy)acetate), C(C=C)OC1(CCN(CC1)C1=C(C(=CC=2N1C=C(N2)C=2C=C(C=CC2)C2=C(C=C(C=C2)F)O[C@@H](C)CC=C)C)[C@@H](C(=O)OC)OC(C)(C)C)C ((S)-methyl 2-(5-(4-(allyloxy)-4-methylpiperidin-1-yl)-2-(4′-fluoro-2′-((S)-pent-4-en-2-yloxy)-[1,1′-biphenyl]-3-yl)-7-methylimidazo[1,2-a]pyridin-6-yl)-2-(tert-butoxy)acetate). Product: C(C)(C)(C)O[C@H](C(=O)OC)C=1C(=CC=2N(C1N1CCC(CC1)(OCC=C)C)C=C(N2)C2=CC(=CC=C2)C2=C(C=C(C(=C2)F)F)O[C@@H](C)CC=C)C (Methyl(2S)-2-(tert-butoxy)-2-[2-(3-{4,5-difluoro-2-[(2S)-pent-4-en-2-yloxy]phenyl}phenyl)-7-methyl-5-[4-methyl-4-(prop-2-en-1-yloxy)piperidin-1-yl]imidazo[1,2-a]pyridin-6-yl]acetate). Yield: 72.0%. Reaction SMILES: [F:1][C:2]1[C:7]([F:8])=[CH:6][C:5](B(O)O)=[C:4]([O:12][C@H:13]([CH2:15][CH:16]=[CH2:17])[CH3:14])[CH:3]=1.[CH2:18]([O:21][C:22]1([CH3:55])[CH2:27][CH2:26][N:25]([C:28]2[N:33]3[CH:34]=[C:35]([C:37]4[CH:42]=[CH:41][CH:40]=[C:39](Br)[CH:38]=4)[N:36]=[C:32]3[CH:31]=[C:30]([CH3:44])[C:29]=2[C@H:45]([O:50][C:51]([CH3:54])([CH3:53])[CH3:52])[C:46]([O:48][CH3:49])=[O:47])[CH2:24][CH2:23]1)[CH:19]=[CH2:20].C(OC1(C)CCN(C2N3C=C(C4C=C(C5C=CC(F)=CC=5O[C@H](CC=C)C)C=CC=4)N=C3C=C(C)C=2[C@H](OC(C)(C)C)C(OC)=O)CC1)C=C>>[C:51]([O:50][C@@H:45]([C:29]1[C:30]([CH3:44])=[CH:31][C:32]2[N:33]([CH:34]=[C:35]([C:37]3[CH:38]=[CH:39][CH:40]=[C:41]([C:5]4[CH:6]=[C:7]([F:8])[C:2]([F:1])=[CH:3][C:4]=4[O:12][C@H:13]([CH2:15][CH:16]=[CH2:17])[CH3:14])[CH:42]=3)[N:36]=2)[C:28]=1[N:25]1[CH2:24][CH2:23][C:22]([CH3:55])([O:21][CH2:18][CH:19]=[CH2:20])[CH2:27][CH2:26]1)[C:46]([O:48][CH3:49])=[O:47])([CH3:52])([CH3:53])[CH3:54]. Procedure: Prepared in 72% yield from (S)-(4,5-difluoro-2-(pent-4-en-2-yloxy)phenyl)boronic acid and (S)-methyl 2-(5-(4-(allyloxy)-4-methylpiperidin-1-yl)-2-(3-bromophenyl)-7-methylimidazo[1,2-a]pyridin-6-yl)-2-(tert-butoxy)acetate following the procedure for (S)-methyl 2-(5-(4-(allyloxy)-4-methylpiperidin-1-yl)-2-(4′-fluoro-2′-((S)-pent-4-en-2-yloxy)-[1,1′-biphenyl]-3-yl)-7-methylimidazo[1,2-a]pyridin-6-yl)-2-(tert-butoxy)acetate. 1H NMR (400 MHz, CDCl3) δ 8.07-7.88 (m, 3H), 7.51-7.38 (m, 3H), 7.32 (br. s... Reactants: [H-].[Na+] (sodium hydride), BrC1=C(C=CC(=C1)F)CC#N ((2-bromo-4-fluoro-phenyl)-acetonitrile), CN(C=O)C (dimethyl formamide), CI (methyl iodide). Yields the product BrC1=C(C=CC(=C1)F)C(C#N)(C)C (2-(2-Bromo-4-fluorophenyl)-2-methylpropanenitrile). Yield: 65.0%. RXN SMILES: [H-].[Na+].[Br:3][C:4]1[CH:9]=[C:8]([F:10])[CH:7]=[CH:6][C:5]=1[CH2:11][C:12]#N.[CH3:14]I.C[N:17]([CH3:20])C=O>>[Br:3][C:4]1[CH:9]=[C:8]([F:10])[CH:7]=[CH:6][C:5]=1[C:11]([CH3:12])([CH3:14])[C:20]#[N:17] |f:0.1|. Reported procedure: Add sodium hydride (1 g, 42.1 mmol) to a stirred solution of (2-bromo-4-fluoro-phenyl)-acetonitrile (3 g, 14 mmol) in 10 mL of dimethyl formamide (DMF) at 0° C. Stir the mixture at 0° C. to RT for half an hour. Add methyl iodide (6 g, 42 mmol). Stir for another 30 min. Quench the reaction with water. Extract the product into DCM. Dry the organic phase over sodium sulfate and concentrate to give an oily residue. Purify the residue by flash column chromatography (FCC) (hexane to 20% ethyl acetate ... Starting materials: O1C(CC(=O)C2=CC=CC=C12)C1=CC=CC=C1 (flavanone), C(C)(=O)NC=1C=C(C=O)C=CC1 (3-acetylaminobenzaldehyde). The reagents and catalysts are N1CCCCC1 (piperidine). Run in C(Cl)(Cl)Cl (chloroform). Product: C(C)(=O)NC=1C=C(C=C2C(OC3=CC=CC=C3C2=O)C2=CC=CC=C2)C=CC1 (3(3-acetylaminobenzylidene)-flavanone). As a reaction SMILES: [O:1]1[C:11]2[C:6](=[CH:7][CH:8]=[CH:9][CH:10]=2)[C:4](=[O:5])[CH2:3][CH:2]1[C:12]1[CH:17]=[CH:16][CH:15]=[CH:14][CH:13]=1.[C:18]([NH:21][C:22]1[CH:23]=[C:24]([CH:27]=[CH:28][CH:29]=1)[CH:25]=O)(=[O:20])[CH3:19]>N1CCCCC1.C(Cl)(Cl)Cl>[C:18]([NH:21][C:22]1[CH:23]=[C:24]([CH:27]=[CH:28][CH:29]=1)[CH:25]=[C:3]1[C:4](=[O:5])[C:6]2[C:11](=[CH:10][CH:9]=[CH:8][CH:7]=2)[O:1][CH:2]1[C:12]1[CH:17]=[CH:16][CH:15]=[CH:14][CH:13]=1)(=[O:20])[CH3:19]. Reported procedure: A solid mixture of 9 g flavanone, 7.2 g 3-acetylaminobenzaldehyde and 5 drops piperidine is heated at 150°-160° C. for 3 hours. After allowing to cool, the crude brown glass is dissolved in chloroform and eluted from silicagel with chloroform. The pale yellow oil, obtained on evaporation of the solvent is crystallized from hexane and ethyl acetate to give 3(3-acetylaminobenzylidene)-flavanone as a cream coloured solid; m.p. 172°-173° C. Product: O1C=C(C=C1)C=1C=C2C(=NC=NC2=CC1)NC1=CC(=C(C=C1)OCC1=NC=CC=C1)C (6-(3-furyl)-4-[3-methyl-4-(2-pyridylmethoxy)anilino]-quinazoline). As a reaction SMILES: Cl.Cl.Br[C:4]1[CH:5]=[C:6]2[C:11](=[CH:12][CH:13]=1)[N:10]=[CH:9][N:8]=[C:7]2[NH:14][C:15]1[CH:20]=[CH:19][C:18]([O:21][CH2:22][C:23]2[CH:28]=[CH:27][CH:26]=[CH:25][N:24]=2)=[C:17]([CH3:29])[CH:16]=1.[O:30]1[CH:34]=[CH:33][C:32](B(OC(C)C)OC(C)C)=[CH:31]1>>[O:30]1[CH:34]=[CH:33][C:32]([C:4]2[CH:5]=[C:6]3[C:11](=[CH:12][CH:13]=2)[N:10]=[CH:9][N:8]=[C:7]3[NH:14][C:15]2[CH:20]=[CH:19][C:18]([O:21][CH2:22][C:23]3[CH:28]=[CH:27][CH:26]=[CH:25][N:24]=3)=[C:17]([CH3:29])[CH:16]=2)=[CH:31]1 |f:0.1.2|. Procedure details: Using an analogous procedure to that described in Example 5, 6-bromo-4-[3-methyl-4-(2-pyridylmethoxy)anilino]quinazoline dihydrochloride salt was reacted with di-isopropyl 3-furylboronate to give 6-(3-furyl)-4-[3-methyl-4-(2-pyridylmethoxy)anilino]-quinazoline in 55% yield, m.p. 206°-208° C.; Starting materials: Cl.Cl.BrC=1C=C2C(=NC=NC2=CC1)NC1=CC(=C(C=C1)OCC1=NC=CC=C1)C (6-bromo-4-[3-methyl-4-(2-pyridylmethoxy)anilino]quinazoline dihydrochloride salt), O1C=C(C=C1)B(OC(C)C)OC(C)C (di-isopropyl 3-furylboronate). Isolated yield 55.0%.